Dataset: the Open Reaction Database (ORD), a public repository of structured organic reaction records. Task: describe an organic reaction: reactants, conditions, products, and yield Reactants: O=CC(=O)O, [BH3-]C#N, ClCCl, CC(=O)O, CO, [Mg+2], CC(C)c1cc(Oc2c(Cl)cc(N)cc2Cl)n[nH]c1=O, O=S(=O)([O-])[O-], O. Product: CC(C)c1cc(Oc2c(Cl)cc(NCC(=O)O)cc2Cl)n[nH]c1=O. Reaction SMILES: [C:22]([CH:23]=[O:24])(=[O:25])[OH:26].[C:37]([BH3-:38])#[N:39].[CH2:40]([Cl:41])[Cl:42].[CH3:27][C:28](=[O:29])[OH:30].[CH3:43][OH:44].[Mg+2:31].[NH2:1][c:2]1[cH:3][c:4]([Cl:20])[c:5]([O:6][c:7]2[cH:8][c:9]([CH:14]([CH3:15])[CH3:16])[c:10](=[O:13])[nH:11][n:12]2)[c:17]([Cl:19])[cH:18]1.[O-:32][S:33](=[O:34])(=[O:35])[O-:36].[OH2:21]>>[NH:1]([c:2]1[cH:3][c:4]([Cl:20])[c:5]([O:6][c:7]2[cH:8][c:9]([CH:14]([CH3:15])[CH3:16])[c:10](=[O:13])[nH:11][n:12]2)[c:17]([Cl:19])[cH:18]1)[CH2:23][C:22](=[O:25])[OH:26]. The reactants are FC(F)(F)c1ccc(-c2cc(Cl)ncn2)cc1, [H-], [Na+], CN(C)C=O, Oc1cccc2cccnc12. The product is FC(F)(F)c1ccc(-c2cc(Oc3cccc4cccnc34)ncn2)cc1. Reaction SMILES: [Cl:1][c:2]1[n:3][cH:4][n:5][c:6](-[c:8]2[cH:9][cH:10][c:11]([C:14]([F:15])([F:16])[F:17])[cH:12][cH:13]2)[cH:7]1.[H-:30].[Na+:29].[O:31]=[CH:32][N:33]([CH3:34])[CH3:35].[OH:18][c:19]1[cH:20][cH:21][cH:22][c:23]2[cH:24][cH:25][cH:26][n:27][c:28]12>>[c:2]1([O:18][c:19]2[cH:20][cH:21][cH:22][c:23]3[cH:24][cH:25][cH:26][n:27][c:28]23)[n:3][cH:4][n:5][c:6](-[c:8]2[cH:9][cH:10][c:11]([C:14]([F:15])([F:16])[F:17])[cH:12][cH:13]2)[cH:7]1. Reactants: O=C([O-])[O-], Cc1nc(C(F)(F)F)n[nH]1, COc1cc(N2CCN(C(=O)CCl)CC2)ccc1Cl, [K+], [K+], CN(C)C=O. Product: COc1cc(N2CCN(C(=O)Cn3nc(C(F)(F)F)nc3C)CC2)ccc1Cl. As a reaction SMILES: [C:30](=[O:31])([O-:32])[O-:33].[CH3:1][c:2]1[n:3][c:4]([C:7]([F:8])([F:9])[F:10])[n:5][nH:6]1.[Cl:11][CH2:12][C:13](=[O:14])[N:15]1[CH2:16][CH2:17][N:18]([c:21]2[cH:22][c:23]([O:28][CH3:29])[c:24]([Cl:27])[cH:25][cH:26]2)[CH2:19][CH2:20]1.[K+:34].[K+:35].[O:36]=[CH:37][N:38]([CH3:39])[CH3:40]>>[CH3:1][c:2]1[n:3][c:4]([C:7]([F:8])([F:9])[F:10])[n:5][n:6]1[CH2:12][C:13](=[O:14])[N:15]1[CH2:16][CH2:17][N:18]([c:21]2[cH:22][c:23]([O:28][CH3:29])[c:24]([Cl:27])[cH:25][cH:26]2)[CH2:19][CH2:20]1. Starting materials: COc1cc(N2CCN(C)CC2)ccc1Nc1ncc2ccc(Br)n2n1, CC(=O)[O-], CC(=O)[O-], C1COCCO1, COc1ccccc1B(O)O, CN(C)C=O, [Na+], [Na+], O=C([O-])[O-], O, [Pd+2], c1ccc(P(c2ccccc2)c2ccccc2)cc1. Product: COc1cc(N2CCN(C)CC2)ccc1Nc1ncc2ccc(-c3ccccc3OC)n2n1. Reaction SMILES: [Br:26][c:27]1[cH:28][cH:29][c:30]2[cH:31][n:32][c:33]([NH:36][c:37]3[c:38]([O:50][CH3:51])[cH:39][c:40]([N:43]4[CH2:44][CH2:45][N:46]([CH3:49])[CH2:47][CH2:48]4)[cH:41][cH:42]3)[n:34][n:35]12.[C:75]([O-:76])(=[O:77])[CH3:78].[C:80]([O-:81])(=[O:82])[CH3:83].[CH2:20]1[O:21][CH2:22][CH2:23][O:24][CH2:25]1.[CH3:52][O:53][c:54]1[c:55]([B:60]([OH:61])[OH:62])[cH:56][cH:57][cH:58][cH:59]1.[CH3:63][N:64]([CH3:65])[CH:66]=[O:67].[Na+:68].[Na+:69].[O-:70][C:71](=[O:72])[O-:73].[OH2:74].[Pd+2:79].[c:1]1([P:2]([c:3]2[cH:4][cH:5][cH:6][cH:7][cH:8]2)[c:9]2[cH:10][cH:11][cH:12][cH:13][cH:14]2)[cH:15][cH:16][cH:17][cH:18][cH:19]1>>[c:27]1(-[c:55]2[c:54]([O:53][CH3:52])[cH:59][cH:58][cH:57][cH:56]2)[cH:28][cH:29][c:30]2[cH:31][n:32][c:33]([NH:36][c:37]3[c:38]([O:50][CH3:51])[cH:39][c:40]([N:43]4[CH2:44][CH2:45][N:46]([CH3:49])[CH2:47][CH2:48]4)[cH:41][cH:42]3)[n:34][n:35]12. The reactants are N1C=CC2=CC=CC=C12 (indole). Run in C(Cl)Cl (methylene chloride). Product: CNCCC1=CNC2=CC=CC=C12 (3-(N-Methyl-2-amino-ethyl)-indole). Reaction SMILES: [NH:1]1[C:9]2[C:4](=[CH:5][CH:6]=[CH:7][CH:8]=2)[CH:3]=[CH:2]1>C(Cl)Cl>[CH3:9][NH:1][CH2:2][CH2:3][C:3]1[C:4]2[C:9](=[CH:8][CH:7]=[CH:6][CH:5]=2)[NH:1][CH:2]=1. Reported procedure: IR-spectrum (methylene chloride): 3490 cm-1 (indole). Product: O1CCC2=C1C=C(C=C2)C(=O)O (2,3-Dihydro-benzofuran-6-carboxylic acid). Solvent: [OH-].[Na+] (sodium hydroxide). Reactants: COC(=O)C1=CC2=C(CCO2)C=C1 (2,3-dihydro-benzofuran-6-carboxylic acid methyl ester), Cl (hydrochloric acid), trifluoro-methanesulfonic acid 2,3-dihydro benzofuran-6-yl ester, C(CCC)N(CCCC)CCCC (tributylamine), [C]=O (carbon monoxide). Procedure: Palladium bis(triphenylphosphine) dibromide (3 g) was added to a degassed methanolic solution (30 ml) of trifluoro-methanesulfonic acid 2,3-dihydro benzofuran-6-yl ester (5 g) and tributylamine (5 ml). The mixture was charged with carbon monoxide at 40 psi in a Berghoff pressure vessel then heated at 100° C. for 72 hours. The resulting methanolic solution of 2,3-dihydro-benzofuran-6-carboxylic acid methyl ester was treated with sodium hydroxide solution (50 ml of 2M aqueous solution) and stirred... RXN SMILES: C(N(CCCC)CCCC)CCC.[C]=O.C[O:17][C:18]([C:20]1[CH:28]=[CH:27][C:23]2[CH2:24][CH2:25][O:26][C:22]=2[CH:21]=1)=[O:19].Cl>[Br-].[Br-].C1(P(C2C=CC=CC=2)C2C=CC=CC=2)C=CC=CC=1.C1(P(C2C=CC=CC=2)C2C=CC=CC=2)C=CC=CC=1.[Pd+2].[OH-].[Na+]>[O:26]1[C:22]2[CH:21]=[C:20]([C:18]([OH:19])=[O:17])[CH:28]=[CH:27][C:23]=2[CH2:24][CH2:25]1 |f:4.5.6.7.8,9.10,^3:13|. Conditions: temperature 100 celsius, time 18 hour. The yield is 20.0%. Reagents/catalysts: [Br-].[Br-].C1(=CC=CC=C1)P(C1=CC=CC=C1)C1=CC=CC=C1.C1(=CC=CC=C1)P(C1=CC=CC=C1)C1=CC=CC=C1.[Pd+2] (Palladium bis(triphenylphosphine) dibromide). Reactants: CC(C)CC(NC(=O)OC(C)(C)C)C(=O)NC1Cc2cccc(N3CCCC3=O)c2N(Cc2ccsc2)C1=O, Cl, [Na+], C1CCOC1, [OH-]. Yields the product CC(C)CC(N)C(=O)NC1Cc2cccc(N3CCCC3=O)c2N(Cc2ccsc2)C1=O. Reaction SMILES: [CH3:2][CH:3]([CH2:4][CH:5]([C:6]([NH:7][CH:8]1[C:9](=[O:30])[N:10]([CH2:24][c:25]2[cH:26][s:27][cH:28][cH:29]2)[c:11]2[c:12]([N:18]3[C:19](=[O:23])[CH2:20][CH2:21][CH2:22]3)[cH:13][cH:14][cH:15][c:16]2[CH2:17]1)=[O:31])[NH:32][C:33](=[O:34])[O:35][C:36]([CH3:37])([CH3:38])[CH3:39])[CH3:40].[ClH:1].[Na+:42].[O:43]1[CH2:44][CH2:45][CH2:46][CH2:47]1.[OH-:41]>>[CH3:2][CH:3]([CH2:4][CH:5]([C:6]([NH:7][CH:8]1[C:9](=[O:30])[N:10]([CH2:24][c:25]2[cH:26][s:27][cH:28][cH:29]2)[c:11]2[c:12]([N:18]3[C:19](=[O:23])[CH2:20][CH2:21][CH2:22]3)[cH:13][cH:14][cH:15][c:16]2[CH2:17]1)=[O:31])[NH2:32])[CH3:40].